Dataset: the Open Reaction Database (ORD), a public repository of structured organic reaction records. Task: describe an organic reaction: reactants, conditions, products, and yield Reactants: CC1=C2CC(NC2=C(C=C1)C)C(=O)OC (methyl 4,7-dimethylindoline-2-carboxylate), sodium tungstate-dihydrate, OO (hydrogen peroxide). Solvent: CO (Methanol). Run at temperature 0 celsius, time 3 hour. Yields the product ON1C(=CC2=C(C=CC(=C12)C)C)C(=O)OC (methyl 1-hydroxy-4,7-dimethylindole-2-carboxylate). The yield is 35.5%. As a reaction SMILES: [CH3:1][C:2]1[CH:10]=[CH:9][C:8]([CH3:11])=[C:7]2[C:3]=1[CH2:4][CH:5]([C:12]([O:14][CH3:15])=[O:13])[NH:6]2.[OH:16]O>CO>[OH:16][N:6]1[C:7]2[C:3](=[C:2]([CH3:1])[CH:10]=[CH:9][C:8]=2[CH3:11])[CH:4]=[C:5]1[C:12]([O:14][CH3:15])=[O:13]. Procedure details: A flask was charged with 1.0 g (4.9 mmol) of methyl 4,7-dimethylindoline-2-carboxylate and 64 mg (0.193 mmol) of sodium tungstate-dihydrate, and the air in the reaction system was substituted with nitrogen. Methanol (15 ml) was added and the reaction mixture was cooled to 0° C. Then 1.25 g of 30% aqueous hydrogen peroxide solution was added and the reaction mixture was stirred for 3 hours. Yield: 35.5% The reactants are N#Cc1nc2ccc(OCc3cccc(CBr)c3)cc2s1, O=C([O-])O, ClCCl, [Na+], c1ccc(N2CCNCC2)cc1. Yields the product N#Cc1nc2ccc(OCc3cccc(CN4CCN(c5ccccc5)CC4)c3)cc2s1. Reaction SMILES: [C:1](#[N:2])[c:3]1[s:4][c:5]2[c:6]([n:7]1)[cH:8][cH:9][c:10]([O:12][CH2:13][c:14]1[cH:15][c:16]([CH2:20][Br:21])[cH:17][cH:18][cH:19]1)[cH:11]2.[C:34](=[O:35])([OH:36])[O-:37].[Cl:39][CH2:40][Cl:41].[Na+:38].[c:22]1([N:28]2[CH2:29][CH2:30][NH:31][CH2:32][CH2:33]2)[cH:23][cH:24][cH:25][cH:26][cH:27]1>>[C:1](#[N:2])[c:3]1[s:4][c:5]2[c:6]([n:7]1)[cH:8][cH:9][c:10]([O:12][CH2:13][c:14]1[cH:15][c:16]([CH2:20][N:31]3[CH2:30][CH2:29][N:28]([c:22]4[cH:23][cH:24][cH:25][cH:26][cH:27]4)[CH2:33][CH2:32]3)[cH:17][cH:18][cH:19]1)[cH:11]2. The reactants are CN1CCCC1=O, CCOC(C)=O, O=C(Cl)C1CC1, [Li+], CN(C(=O)OC(C)(C)C)C1CCCN(c2c(Br)cnc3[nH]cc(N)c23)C1, [OH-], O, c1ccncc1. Yields the product Cl, CN(C(=O)OC(C)(C)C)C1CCCN(c2c(Br)cnc3[nH]cc(NC(=O)C4CC4)c23)C1. RXN SMILES: [CH3:42][N:43]1[CH2:44][CH2:45][CH2:46][C:47]1=[O:48].[CH3:49][CH2:50][O:51][C:52]([CH3:53])=[O:54].[CH:33]1([C:36](=[O:37])[Cl:38])[CH2:34][CH2:35]1.[Li+:40].[NH2:1][c:2]1[cH:3][nH:4][c:5]2[n:6][cH:7][c:8]([Br:26])[c:9]([N:11]3[CH2:12][CH:13]([N:17]([C:18]([O:19][C:20]([CH3:21])([CH3:22])[CH3:23])=[O:24])[CH3:25])[CH2:14][CH2:15][CH2:16]3)[c:10]12.[OH-:39].[OH2:41].[cH:27]1[cH:28][cH:29][n:30][cH:31][cH:32]1>>[ClH:38].[NH:1]([c:2]1[cH:3][nH:4][c:5]2[n:6][cH:7][c:8]([Br:26])[c:9]([N:11]3[CH2:12][CH:13]([N:17]([C:18]([O:19][C:20]([CH3:21])([CH3:22])[CH3:23])=[O:24])[CH3:25])[CH2:14][CH2:15][CH2:16]3)[c:10]12)[C:36]([CH:33]1[CH2:34][CH2:35]1)=[O:37]. Product: Cc1c(C=O)sc2cccnc12. RXN SMILES: [BH4-:19].[CH3:1][c:2]1[c:3]([C:11](=[O:12])[O:13][CH2:14][CH3:15])[s:4][c:5]2[c:6]1[n:7][cH:8][cH:9][cH:10]2.[CH3:28][CH2:29][OH:30].[Ca+2:18].[Cl-:16].[Cl-:17].[Cl-:21].[NH4+:22].[Na+:20].[O:23]1[CH2:24][CH2:25][CH2:26][CH2:27]1>>[CH3:1][c:2]1[c:3]([CH:11]=[O:12])[s:4][c:5]2[c:6]1[n:7][cH:8][cH:9][cH:10]2. Reactants: [BH4-], CCOC(=O)c1sc2cccnc2c1C, CCO, [Ca+2], [Cl-], [Cl-], [Cl-], [NH4+], [Na+], C1CCOC1.